Dataset: the Open Reaction Database (ORD), a public repository of structured organic reaction records. Task: describe an organic reaction: reactants, conditions, products, and yield Conditions: time 1 hour. Yields the product ClC1=CC=C(COC=2C=NC=CC2)C=C1 (3-(4-chlorobenzyloxy)pyridine). Reported procedure: To prewashed NaH (3×20 ml hexane) (2.52 g active NaH, 105 mmol) in dimethylformamide (DMF) (50 ml) is added 3-hydroxypyridine (10.0 g, 105 mmol) in DMF (50 ml) with cooling over 0.5 hour. The reaction mixture is stirred at RT for 1 hour and is then cooled to 15°. To this is rapidly added 4-chlorobenzyl chloride (16.25 g, 99.8 mmol) in 5 ml of DMF. The reaction is allowed to warm to RT, and is then poured into ice and extracted with chloroform (3×). The chloroform layers are combined, washed with... Solvent: CN(C=O)C (DMF), CN(C=O)C (dimethylformamide), CN(C=O)C (DMF). The reactants are ClC1=CC=C(CCl)C=C1 (4-chlorobenzyl chloride), [H-].[Na+] (NaH), OC=1C=NC=CC1 (3-hydroxypyridine). As a reaction SMILES: [H-].[Na+].[OH:3][C:4]1[CH:5]=[N:6][CH:7]=[CH:8][CH:9]=1.[Cl:10][C:11]1[CH:18]=[CH:17][C:14]([CH2:15]Cl)=[CH:13][CH:12]=1>CN(C)C=O>[Cl:10][C:11]1[CH:18]=[CH:17][C:14]([CH2:15][O:3][C:4]2[CH:5]=[N:6][CH:7]=[CH:8][CH:9]=2)=[CH:13][CH:12]=1 |f:0.1|. Reactants: FC1=C(OC2=CC=C(C=C2)C(C(=O)O)C)C=CC=C1 (2-[4-(2-Fluorophenoxy)phenyl]propionic acid), S(O)(O)(=O)=O (sulfuric acid), C(C)O (ethanol). The product is FC1=C(OC2=CC=C(C=C2)C(C(=O)OCC)C)C=CC=C1 (ethyl 2-[4-(2-fluorophenoxy)phenyl]propionate). RXN SMILES: [F:1][C:2]1[CH:19]=[CH:18][CH:17]=[CH:16][C:3]=1[O:4][C:5]1[CH:10]=[CH:9][C:8]([CH:11]([CH3:15])[C:12]([OH:14])=[O:13])=[CH:7][CH:6]=1.S(=O)(=O)(O)O.[CH2:25](O)[CH3:26]>>[F:1][C:2]1[CH:19]=[CH:18][CH:17]=[CH:16][C:3]=1[O:4][C:5]1[CH:6]=[CH:7][C:8]([CH:11]([CH3:15])[C:12]([O:14][CH2:25][CH3:26])=[O:13])=[CH:9][CH:10]=1. Procedure details: 2-[4-(2-Fluorophenoxy)phenyl]propionic acid (2.32 g.) in ethanol (16 ml.) containing concentrated sulfuric acid (0.5 ml.) were refluxed for 5 hours and the alcohol removed. After dilution with water the product was isolated in ether and distilled to give ethyl 2-[4-(2-fluorophenoxy)phenyl]propionate, b.p. 176°-177° C./2.5 mm. Reactants: C(C)(C)OC=1C(C(C1C1=CC=C(C=C1)C(F)(F)F)=O)=O (3-isopropoxy-4-(4-trifluoromethyl-phenyl)-cyclobut-3-ene-1,2-dione), NC(C)C(C)(C)C (2-amino-3,3-dimethylbutane). Yields the product FC(C1=CC=C(C=C1)C=1C(C(C1NC(C(C)(C)C)C)=O)=O)(F)F (3-(4-trifluoromethyl-phenyl)-4-(1,2,2-trimethylpropylamino)-cyclobut-3-ene-1,2-dione). RXN SMILES: C(O[C:5]1[C:6](=[O:20])[C:7](=[O:19])[C:8]=1[C:9]1[CH:14]=[CH:13][C:12]([C:15]([F:18])([F:17])[F:16])=[CH:11][CH:10]=1)(C)C.[NH2:21][CH:22]([C:24]([CH3:27])([CH3:26])[CH3:25])[CH3:23]>>[F:18][C:15]([F:16])([F:17])[C:12]1[CH:11]=[CH:10][C:9]([C:8]2[C:7](=[O:19])[C:6](=[O:20])[C:5]=2[NH:21][CH:22]([CH3:23])[C:24]([CH3:27])([CH3:26])[CH3:25])=[CH:14][CH:13]=1. Procedure details: In a manner similar to Example 9, Step 2, 3-isopropoxy-4-(4-trifluoromethyl-phenyl)-cyclobut-3-ene-1,2-dione (0.40 g, 1.408 mmol) and 2-amino-3,3-dimethylbutane (0.28 mL, 2.11 mmol) were converted to the title compound. Recrystallization from hot ethyl acetate afforded 0.18 g (39%) of compound as a white solid: m.p. 191-193° C.; 1H NMR (DMSO-d6) δ 8.97(br d,1H), 8.22(ABq,2H), 7.88(ABq,2H), 4.30(m,1H), 1.26(d,3H), 0.92(s,9H); IR (KBr) 3450, 3180, 2970, 1775, 1740, 1600, 1420, 1370, 1170, 1110, 10...